Dataset: the Open Reaction Database (ORD), a public repository of structured organic reaction records. Task: describe an organic reaction: reactants, conditions, products, and yield Reactants: ClCCOC1=C2C=CN(C2=CC=C1)S(=O)(=O)C1=CC=CC=C1 (4-(2-chloroethoxy)-1-(phenylsulfonyl)-1H-indole), [N-]=[N+]=[N-].[Na+] (sodium azide), O (water). Run in CN(C=O)C (dimethylformamide). Reaction conditions: temperature 60 celsius, time 20 hour. The product is C1(=CC=CC=C1)S(=O)(=O)N1C=CC2=C(C=CC=C12)OCCN=[N+]=[N-] (2-{[1-(Phenylsulfonyl)-1H-indole-4-yl]oxy}ethylazide). As a reaction SMILES: Cl[CH2:2][CH2:3][O:4][C:5]1[CH:13]=[CH:12][CH:11]=[C:10]2[C:6]=1[CH:7]=[CH:8][N:9]2[S:14]([C:17]1[CH:22]=[CH:21][CH:20]=[CH:19][CH:18]=1)(=[O:16])=[O:15].[N-:23]=[N+:24]=[N-:25].[Na+].O>CN(C)C=O>[C:17]1([S:14]([N:9]2[C:10]3[C:6](=[C:5]([O:4][CH2:3][CH2:2][N:23]=[N+:24]=[N-:25])[CH:13]=[CH:12][CH:11]=3)[CH:7]=[CH:8]2)(=[O:16])=[O:15])[CH:22]=[CH:21][CH:20]=[CH:19][CH:18]=1 |f:1.2|. Reported procedure: A suspension of 4-(2-chloroethoxy)-1-(phenylsulfonyl)-1H-indole (3.35 g, 10 mmol) and sodium azide (1.95 g, 30 mmol) in anhydrous dimethylformamide is stirred under nitrogen for 20 hr at 60° C., poured into water and extracted with diethyl ether. The extracts are combined, washed sequentially with 1N HCl, H2O and saturated NaCl, dried over MgSO4 and concentrated in vacuo to afford the title product as an off-white solid, 3.3 g (96%), identified by NMR and mass spectral analyses. Starting materials: COc1cccc(-c2ccc(=O)[nH]c2)c1, O=P(Cl)(Cl)Cl. Product: COc1cccc(-c2ccc(Cl)nc2)c1. Reaction SMILES: [CH3:1][O:2][c:3]1[cH:4][c:5](-[c:9]2[cH:10][cH:11][c:12](=[O:15])[nH:13][cH:14]2)[cH:6][cH:7][cH:8]1.[P:16]([Cl:17])([Cl:18])([Cl:19])=[O:20]>>[CH3:1][O:2][c:3]1[cH:4][c:5](-[c:9]2[cH:10][cH:11][c:12]([Cl:18])[n:13][cH:14]2)[cH:6][cH:7][cH:8]1. Product: C(C)C1(CN(CCC1)S(=O)(=O)C=1N=CN(C1)C)C(=O)NC1=NNC(=C1)OC(C)C (3-Ethyl-N-(5-isopropoxy-1H-pyrazol-3-yl)-1-[(1-methyl-1H-imidazol-4-yl)sulfonyl]piperidine-3-carboxamide). As a reaction SMILES: [CH2:1]([C:3]1([C:18]([NH:20][C:21]2[CH:25]=[C:24]([O:26][CH:27]([CH3:29])[CH3:28])[N:23](COCC[Si](C)(C)C)[N:22]=2)=[O:19])[CH2:8][CH2:7][CH2:6][N:5]([S:9]([C:12]2[N:13]=[CH:14][N:15]([CH3:17])[CH:16]=2)(=[O:11])=[O:10])[CH2:4]1)[CH3:2].C(O)(C(F)(F)F)=O>>[CH2:1]([C:3]1([C:18]([NH:20][C:21]2[CH:25]=[C:24]([O:26][CH:27]([CH3:28])[CH3:29])[NH:23][N:22]=2)=[O:19])[CH2:8][CH2:7][CH2:6][N:5]([S:9]([C:12]2[N:13]=[CH:14][N:15]([CH3:17])[CH:16]=2)(=[O:11])=[O:10])[CH2:4]1)[CH3:2]. Run at time 2 hour. Procedure details: The compound (83 mg, 0.15 mmol) synthesized in (1), TFA (0.9 mL), and distilled water (0.1 mL) were stirred at room temperature for 2 hours. The reaction mixture was diluted with a saturated sodium hydrogen carbonate aqueous solution, and extracted with ethyl acetate. The organic layer was collected, and washed once with saturated brine. The organic layer was then dried over magnesium sulfate, and concentrated under reduced pressure. The resulting residue was then purified using silica gel colum... Yield: 50.0%. The reactants are compound, C(C)C1(CN(CCC1)S(=O)(=O)C=1N=CN(C1)C)C(=O)NC1=NN(C(=C1)OC(C)C)COCC[Si](C)(C)C (3-Ethyl-N-(5-isopropoxy-1-{[2-(trimethylsilyl)ethoxy]methyl}-1H-pyrazol-3-yl)-1-[(1-methyl-1H-imidazol-4-yl)sulfonyl]piperidine-3-carboxamide), C(=O)(C(F)(F)F)O (TFA). Starting materials: [Al+3], ClCCl, CC(=O)Cl, [Cl-], [Cl-], [Cl-], Cc1ccc(Cl)c2c1SCCC2(C)C, O. The product is CC(=O)c1cc(C)c2c(c1Cl)C(C)(C)CCS2. RXN SMILES: [Al+3:2].[CH2:24]([Cl:25])[Cl:26].[CH3:5][C:6]([Cl:7])=[O:8].[Cl-:1].[Cl-:3].[Cl-:4].[Cl:9][c:10]1[c:11]2[c:16]([c:17]([CH3:20])[cH:18][cH:19]1)[S:15][CH2:14][CH2:13][C:12]2([CH3:21])[CH3:22].[OH2:23]>>[CH3:5][C:6](=[O:8])[c:19]1[c:10]([Cl:9])[c:11]2[c:16]([c:17]([CH3:20])[cH:18]1)[S:15][CH2:14][CH2:13][C:12]2([CH3:21])[CH3:22]. Starting materials: BrB(Br)Br, O=C([O-])O, ClCCl, COc1ccc(Cl)cc1C1CC(=O)c2c(C)ccnc2C1, [Na+]. The product is Cc1ccnc2c1C(=O)CC(c1cc(Cl)ccc1O)C2. Reaction SMILES: [B:1]([Br:2])([Br:3])[Br:4].[C:26](=[O:27])([O-:28])[OH:29].[Cl:31][CH2:32][Cl:33].[Cl:5][c:6]1[cH:7][cH:8][c:9]([O:24][CH3:25])[c:10]([CH:12]2[CH2:13][C:14](=[O:23])[c:15]3[c:16]([CH3:22])[cH:17][cH:18][n:19][c:20]3[CH2:21]2)[cH:11]1.[Na+:30]>>[Cl:5][c:6]1[cH:7][cH:8][c:9]([OH:24])[c:10]([CH:12]2[CH2:13][C:14](=[O:23])[c:15]3[c:16]([CH3:22])[cH:17][cH:18][n:19][c:20]3[CH2:21]2)[cH:11]1.